Dataset: the Open Reaction Database (ORD), a public repository of structured organic reaction records. Task: describe an organic reaction: reactants, conditions, products, and yield Reactants: O=C1CCC(=O)N1Br, C1CSCSC1, CC1CCCCC1=O, ClC(Cl)(Cl)Cl. The product is CC1(Br)CCCCC1=O. Reaction SMILES: [Br:15][N:16]1[C:17](=[O:18])[CH2:19][CH2:20][C:21]1=[O:22].[CH2:1]1[CH2:2][S:3][CH2:4][S:5][CH2:6]1.[CH3:7][CH:8]1[C:9](=[O:14])[CH2:10][CH2:11][CH2:12][CH2:13]1.[Cl:23][C:24]([Cl:25])([Cl:26])[Cl:27]>>[CH3:7][C:8]1([Br:15])[C:9](=[O:14])[CH2:10][CH2:11][CH2:12][CH2:13]1. Reactants: Cl.C(C)(=O)OCC (Hydrochloric acid ethyl acetate), C(CCCCCCCCCCCCCCCCC)NC(OC1=C(C=CC=C1)CCC(=O)NCCCN1CCOCC1)=O (2-{3-[(3-morpholinopropyl)amino]-3-oxopropyl}phenyl N-octadecylcarbamate). The solvent is C(C)(=O)OCC (ethyl acetate). Conditions: time 30 minute. Yields the product Cl.C(CCCCCCCCCCCCCCCCC)NC(OC1=C(C=CC=C1)CCC(=O)NCCCN1CCOCC1)=O (2-{3-[(3-Morpholinopropyl)amino]-3-oxopropyl}phenyl N-octadecylcarbamate Hydrochloride). As a reaction SMILES: [ClH:1].C(OCC)(=O)C.[CH2:8]([NH:26][C:27](=[O:49])[O:28][C:29]1[CH:34]=[CH:33][CH:32]=[CH:31][C:30]=1[CH2:35][CH2:36][C:37]([NH:39][CH2:40][CH2:41][CH2:42][N:43]1[CH2:48][CH2:47][O:46][CH2:45][CH2:44]1)=[O:38])[CH2:9][CH2:10][CH2:11][CH2:12][CH2:13][CH2:14][CH2:15][CH2:16][CH2:17][CH2:18][CH2:19][CH2:20][CH2:21][CH2:22][CH2:23][CH2:24][CH3:25]>C(OCC)(=O)C>[ClH:1].[CH2:8]([NH:26][C:27](=[O:49])[O:28][C:29]1[CH:34]=[CH:33][CH:32]=[CH:31][C:30]=1[CH2:35][CH2:36][C:37]([NH:39][CH2:40][CH2:41][CH2:42][N:43]1[CH2:48][CH2:47][O:46][CH2:45][CH2:44]1)=[O:38])[CH2:9][CH2:10][CH2:11][CH2:12][CH2:13][CH2:14][CH2:15][CH2:16][CH2:17][CH2:18][CH2:19][CH2:20][CH2:21][CH2:22][CH2:23][CH2:24][CH3:25] |f:0.1,4.5|. Procedure details: 4N Hydrochloric acid/ethyl acetate solution (0.10 ml) was added to a solution containing 2-{3-[(3-morpholinopropyl)amino]-3-oxopropyl}phenyl N-octadecylcarbamate (0.20 g) in ethyl acetate (2 ml) while being cooled with ice. After being stirred for 30 minutes at room temperature, the reaction mixture was concentrated. The residue was recrystallized with ethyl acetate, thereby yielding the entitled compound (0.19 g) as white solid. Reactants: CC(C)(C)OC(=O)N1CCC(NCc2ncccc2C(C)(C)c2ccc(F)cc2)CC1, Cc1cnc(C=O)c(C)c1, ClCCl. Product: Cc1cnc(CN(Cc2ncccc2C(C)(C)c2ccc(F)cc2)C2CCN(C(=O)OC(C)(C)C)CC2)c(C)c1. As a reaction SMILES: [C:1]([CH3:2])([CH3:3])([CH3:4])[O:5][C:6](=[O:7])[N:8]1[CH2:9][CH2:10][CH:11]([NH:14][CH2:15][c:16]2[n:17][cH:18][cH:19][cH:20][c:21]2[C:22]([CH3:23])([CH3:24])[c:25]2[cH:26][cH:27][c:28]([F:31])[cH:29][cH:30]2)[CH2:12][CH2:13]1.[CH3:32][c:33]1[c:34]([CH:40]=[O:41])[n:35][cH:36][c:37]([CH3:39])[cH:38]1.[Cl:42][CH2:43][Cl:44]>>[C:1]([CH3:2])([CH3:3])([CH3:4])[O:5][C:6](=[O:7])[N:8]1[CH2:9][CH2:10][CH:11]([N:14]([CH2:15][c:16]2[n:17][cH:18][cH:19][cH:20][c:21]2[C:22]([CH3:23])([CH3:24])[c:25]2[cH:26][cH:27][c:28]([F:31])[cH:29][cH:30]2)[CH2:40][c:34]2[c:33]([CH3:32])[cH:38][c:37]([CH3:39])[cH:36][n:35]2)[CH2:12][CH2:13]1. Starting materials: C[O-], CO, CC(=O)OCC1OC(n2c(Cl)c(C(C)=O)c3cc(Cl)c(Cl)cc32)C(O)C1O, [Na+]. The product is CC(=O)c1c(Cl)n(C2OC(CO)C(O)C2O)c2cc(Cl)c(Cl)cc12. As a reaction SMILES: [CH3:28][O-:29].[CH3:31][OH:32].[Cl:1][c:2]1[n:3]([CH:16]2[CH:17]([OH:18])[CH:19]([OH:20])[CH:21]([CH2:23][O:24][C:25](=[O:26])[CH3:27])[O:22]2)[c:4]2[cH:5][c:6]([Cl:15])[c:7]([Cl:14])[cH:8][c:9]2[c:10]1[C:11]([CH3:12])=[O:13].[Na+:30]>>[Cl:1][c:2]1[n:3]([CH:16]2[CH:17]([OH:18])[CH:19]([OH:20])[CH:21]([CH2:23][OH:24])[O:22]2)[c:4]2[cH:5][c:6]([Cl:15])[c:7]([Cl:14])[cH:8][c:9]2[c:10]1[C:11]([CH3:12])=[O:13]. Starting materials: C1(=CC=CC=C1)S(=O)(=O)N1C=CC=2C1=NC=C(C2Cl)[N+](=O)[O-] (1-benzenesulfonyl-4-chloro-5-nitro-1H-pyrrolo[2,3-b]pyridine), C(C)(C)(C)OC(=O)N1CCC(CC1)(C)N (4-amino-4-methyl-piperidine-1-carboxylic acid tert-butyl ester), C(C)(C)N(CC)C(C)C (diisopropylethylamine). Solvent: CC(C)O (propan-2-ol). Yields the product C(C)(C)(C)OC(=O)N1CCC(CC1)(C)NC1=C2C(=NC=C1[N+](=O)[O-])N(C=C2)S(=O)(=O)C2=CC=CC=C2 (4-(1-benzenesulfonyl-5-nitro-1H-pyrrolo[2,3-b]pyridin-4-ylamino)-4-methyl-piperidine-1-carboxylic acid tert-butyl ester). The yield is 80.2%. RXN SMILES: [C:1]1([S:7]([N:10]2[C:14]3=[N:15][CH:16]=[C:17]([N+:20]([O-:22])=[O:21])[C:18](Cl)=[C:13]3[CH:12]=[CH:11]2)(=[O:9])=[O:8])[CH:6]=[CH:5][CH:4]=[CH:3][CH:2]=1.[C:23]([O:27][C:28]([N:30]1[CH2:35][CH2:34][C:33]([NH2:37])([CH3:36])[CH2:32][CH2:31]1)=[O:29])([CH3:26])([CH3:25])[CH3:24].C(N(C(C)C)CC)(C)C>CC(O)C>[C:23]([O:27][C:28]([N:30]1[CH2:35][CH2:34][C:33]([NH:37][C:18]2[C:17]([N+:20]([O-:22])=[O:21])=[CH:16][N:15]=[C:14]3[N:10]([S:7]([C:1]4[CH:6]=[CH:5][CH:4]=[CH:3][CH:2]=4)(=[O:9])=[O:8])[CH:11]=[CH:12][C:13]=23)([CH3:36])[CH2:32][CH2:31]1)=[O:29])([CH3:26])([CH3:24])[CH3:25]. Reported procedure: A mixture of 1-benzenesulfonyl-4-chloro-5-nitro-1H-pyrrolo[2,3-b]pyridine (750 mg, 2.20 mmol), 4-amino-4-methyl-piperidine-1-carboxylic acid tert-butyl ester (525 mg, 2.50 mmol) and diisopropylethylamine (1.36 mL, 7.80 mmol) in propan-2-ol (30 mL) was heated to reflux for 65 hours. The cooled reaction mixture was filtered and the yellow solid further purified by column chromatography on silica gel (gradient: 0 to 30% ethyl acetate in cyclohexane) to afford 910 mg (79%) of 4-(1-benzenesulfonyl-5-...